This data is from the Open Reaction Database (ORD), a public repository of structured organic reaction records. The task is: describe an organic reaction: reactants, conditions, products, and yield Reactants: [Li+].[OH-] (LiOH), CC(C)(C)OC(=O)N[C@H](/C=C/C(=O)OC)CC (methyl (2E,4S)-4-({[(1,1-dimethylethyl)oxy]carbonyl}amino)-2-hexenoate), O (water). The solvent is C1CCOC1 (THF), CO (MeOH). Conditions: time 8 hour. The product is CC(C)(C)OC(=O)N[C@H](/C=C/C(=O)O)CC ((2E,4S)-4-({[(1,1-dimethylethyl)oxy]carbonyl}amino)-2-hexenoic acid). The yield is 107.7%. As a reaction SMILES: [Li+].[OH-].[CH3:3][C:4]([O:7][C:8]([NH:10][C@@H:11]([CH2:18][CH3:19])/[CH:12]=[CH:13]/[C:14]([O:16]C)=[O:15])=[O:9])([CH3:6])[CH3:5].O>C1COCC1.CO>[CH3:6][C:4]([O:7][C:8]([NH:10][C@@H:11]([CH2:18][CH3:19])/[CH:12]=[CH:13]/[C:14]([OH:16])=[O:15])=[O:9])([CH3:3])[CH3:5] |f:0.1|. Reported procedure: LiOH (2.95 g, 123 mmol) was added to a solution of methyl (2E,4S)-4-({[(1,1-dimethylethyl)oxy]carbonyl}amino)-2-hexenoate (6 g, 24.66 mmol) in THF (50 mL), MeOH (10.00 mL), and water (50.0 mL). The reaction was stirred overnight at RT. After 18.5 h, the reaction mixture was concentrated under reduced pressure to remove the THF and MeOH. Water (40 mL) was added, and aqueous mixture was adjusted to pH=3 with 6 M aq. HCl, as measured by pH paper. EtOAc (80 mL) was added, the layers were separated, ... Conditions: temperature 0 celsius, time 15 minute. Yields the product FC1=CC=C(C=C1)N1CCN(CC1)C(C[C@@H]1C(OC(O1)(C)C)=O)=O ((5R)-5-{2-[4-(4-fluorophenyl)piperazin-1-yl]-2-oxoethyl}-2,2-dimethyl-1,3-dioxolan-4-one). Reaction SMILES: [CH3:1][C:2]1([CH3:12])[O:6][C@H:5]([CH2:7][C:8]([OH:10])=O)[C:4](=[O:11])[O:3]1.C1C=CC2N(O)N=NC=2C=1.C(Cl)CCl.Cl.Cl.[F:29][C:30]1[CH:35]=[CH:34][C:33]([N:36]2[CH2:41][CH2:40][NH:39][CH2:38][CH2:37]2)=[CH:32][CH:31]=1>C(Cl)Cl>[F:29][C:30]1[CH:31]=[CH:32][C:33]([N:36]2[CH2:41][CH2:40][N:39]([C:8](=[O:10])[CH2:7][C@H:5]3[O:6][C:2]([CH3:1])([CH3:12])[O:3][C:4]3=[O:11])[CH2:38][CH2:37]2)=[CH:34][CH:35]=1 |f:3.4.5|. Reactants: C(CCl)Cl (EDC), Cl.Cl.FC1=CC=C(C=C1)N1CCNCC1 (1-(4-fluorophenyl)piperazine dihydrochloride), CC1(OC([C@H](O1)CC(=O)O)=O)C ([(4R)-2,2-dimethyl-5-oxo-1,3-dioxolan-4-yl]acetic acid), TEA, C=1C=CC2=C(C1)N=NN2O (HOBt). Reported procedure: To a solution of [(4R)-2,2-dimethyl-5-oxo-1,3-dioxolan-4-yl]acetic acid (3.48 g; 20.0 mmol; 1.0 eq.), TEA (6.07 g; 60.0 mmol; 3.0 eq.) in DCM (60 mL) was added HOBt (2.97 g; 22.0 mmol; 1.1 eq.) and the mixture was chilled to 0° C. EDC (4.6 g; 24.0 mmol; 1.2 eq.) was then added and the resulting reaction mixture was stirred for 15 min at 0° C. 1-(4-fluorophenyl)piperazine dihydrochloride (5.57 g; 22.0 mmol; 1.1 eq.) was added and the resulting reaction mixture was stirred at RT over night. Purifi... The solvent is C(Cl)Cl (DCM). Yield: 76.1%. Reactants: NC=1C=CC(=C(C1)N1N=C(N(C1=O)CC1=CC=C(C=C1)C1=C(C=CC=C1)S(NC(C1=C(C=CC=C1)Cl)=O)(=O)=O)CCCC)Cl (2-(5-amino-2-chlorophenyl)-5-n-butyl-4-[[2'-[N-(2-chlorobenzoyl)sulfamoyl]biphenyl-4-yl]methyl]-2,4-dihydro-3H-1,2,4-triazol-3-one), C(CCC)(=O)Cl (butyryl chloride). The reagents and catalysts are CN(C1=CC=NC=C1)C (4-(dimethylamino)pyridine). Run in N1=CC=CC=C1 (pyridine). Conditions: time 8 hour. The product is C(CCC)C=1N(C(N(N1)C1=C(C=CC(=C1)NC(CCC)=O)Cl)=O)CC1=CC=C(C=C1)C1=C(C=CC=C1)S(NC(C1=C(C=CC=C1)Cl)=O)(=O)=O (5-n-Butyl-2-[5-(butyrylamino)-2-chlorophenyl]-4-[[2'-[N-(2-chlorobenzoyl)-sulfamoyl]biphenyl-4-yl]methyl]-2,4-dihydro-3H-1,2,4-triazol-3-one). The yield is 65.0%. As a reaction SMILES: [NH2:1][C:2]1[CH:3]=[CH:4][C:5]([Cl:44])=[C:6]([N:8]2[C:12](=[O:13])[N:11]([CH2:14][C:15]3[CH:20]=[CH:19][C:18]([C:21]4[CH:26]=[CH:25][CH:24]=[CH:23][C:22]=4[S:27](=[O:39])(=[O:38])[NH:28][C:29](=[O:37])[C:30]4[CH:35]=[CH:34][CH:33]=[CH:32][C:31]=4[Cl:36])=[CH:17][CH:16]=3)[C:10]([CH2:40][CH2:41][CH2:42][CH3:43])=[N:9]2)[CH:7]=1.[C:45](Cl)(=[O:49])[CH2:46][CH2:47][CH3:48]>CN(C)C1C=CN=CC=1.N1C=CC=CC=1>[CH2:40]([C:10]1[N:11]([CH2:14][C:15]2[CH:16]=[CH:17][C:18]([C:21]3[CH:26]=[CH:25][CH:24]=[CH:23][C:22]=3[S:27](=[O:38])(=[O:39])[NH:28][C:29](=[O:37])[C:30]3[CH:35]=[CH:34][CH:33]=[CH:32][C:31]=3[Cl:36])=[CH:19][CH:20]=2)[C:12](=[O:13])[N:8]([C:6]2[CH:7]=[C:2]([NH:1][C:45](=[O:49])[CH2:46][CH2:47][CH3:48])[CH:3]=[CH:4][C:5]=2[Cl:44])[N:9]=1)[CH2:41][CH2:42][CH3:43]. Procedure details: A mixture of 100 mg (0.154 mmole) of 2-(5-amino-2-chlorophenyl)-5-n-butyl-4-[[2'-[N-(2-chlorobenzoyl)sulfamoyl]biphenyl-4-yl]methyl]-2,4-dihydro-3H-1,2,4-triazol-3-one (from Example 60), 18.8 mg (0.154 mmole) of 4-(dimethylamino)pyridine (DMAP), 80 μL (82 mg, 0.77 mmole) of butyryl chloride, and 1 mL of pyridine was stirred at room temperature overnight. Work-up of the reaction as in Example 57 provided a 65% yield of the title compound as a white solid, mp >130° C., homogeneous by TLC (9:1 MeOH... Starting materials: CC(=O)N(CCC(=O)OC(C)(C)C)N1C(=O)NC(CCCNC(=N)N)C1=O, O=C(O)C(F)(F)F. Yields the product CC(=O)N(CCC(=O)O)N1C(=O)NC(CCCNC(=N)N)C1=O. RXN SMILES: [C:1]([CH3:2])([CH3:3])([CH3:4])[O:5][C:6]([CH2:7][CH2:8][N:9]([C:10]([CH3:11])=[O:12])[N:13]1[C:14](=[O:26])[NH:15][CH:16]([CH2:19][CH2:20][CH2:21][NH:22][C:23](=[NH:24])[NH2:25])[C:17]1=[O:18])=[O:27].[OH:28][C:29]([C:30]([F:31])([F:32])[F:33])=[O:34]>>[O:5]=[C:6]([CH2:7][CH2:8][N:9]([C:10]([CH3:11])=[O:12])[N:13]1[C:14](=[O:26])[NH:15][CH:16]([CH2:19][CH2:20][CH2:21][NH:22][C:23](=[NH:24])[NH2:25])[C:17]1=[O:18])[OH:27]. The reactants are Cl (hydrochloric acid), ClC1=CC(=C(C2=C1C=CO2)N2C(N(C(=CC2=O)C(F)(F)F)C)=O)F (3-(4-chloro-6-fluorobenzofuran-7-yl)-1-methyl-6-trifluoromethyluracil), [Cl-].[Al+3].[Cl-].[Cl-] (aluminum chloride), C(CC)(=O)Cl (propionyl chloride). Run in [N+](=O)([O-])C (nitromethane). Reaction conditions: time 12 hour. The product is ClC1=CC(=C(C2=C1C=C(O2)C(CC)=O)N2C(N(C(=CC2=O)C(F)(F)F)C)=O)F (3-(4-chloro-2-propionyl-6-fluorobenzofuran-7-yl)-1-methyl-6-trifluoromethyluracil). The yield is 56.3%. Reaction SMILES: [Cl:1][C:2]1[C:7]2[CH:8]=[CH:9][O:10][C:6]=2[C:5]([N:11]2[C:16](=[O:17])[CH:15]=[C:14]([C:18]([F:21])([F:20])[F:19])[N:13]([CH3:22])[C:12]2=[O:23])=[C:4]([F:24])[CH:3]=1.[Cl-].[Al+3].[Cl-].[Cl-].[C:29](Cl)(=[O:32])[CH2:30][CH3:31].Cl>[N+](C)([O-])=O>[Cl:1][C:2]1[C:7]2[CH:8]=[C:9]([C:29](=[O:32])[CH2:30][CH3:31])[O:10][C:6]=2[C:5]([N:11]2[C:16](=[O:17])[CH:15]=[C:14]([C:18]([F:21])([F:20])[F:19])[N:13]([CH3:22])[C:12]2=[O:23])=[C:4]([F:24])[CH:3]=1 |f:1.2.3.4|. Reported procedure: 1.3 g (1.4 mmol) of 3-(4-chloro-6-fluorobenzofuran-7-yl)-1-methyl-6-trifluoromethyluracil and 1.9 g (1.4 mmol) of aluminum chloride, were dissolved in 20 ml of nitromethane, and 0.5 g (1.4 mmol) of propionyl chloride was dropwise added thereto under cooling with ice. After completion of the dropwise addition, the mixture was stirred at room temperature for 12 hours. After completion of the reaction, the reaction solution was poured into a mixture of dilute hydrochloric acid and ice and extracted... Reactants: CC(C(=O)[O-])c1ccc(C#Cc2ccc(C3(OCc4ccccc4)CC3)cc2)cc1, CCO, [Na+], C1CCOC1, [OH-]. Product: O=C(O)Cc1ccc(C#Cc2ccc(C3(OCc4ccccc4)CC3)cc2)cc1. As a reaction SMILES: [CH3:1][CH:2]([C:3](=[O:4])[O-:5])[c:6]1[cH:7][cH:8][c:9]([C:12]#[C:13][c:14]2[cH:15][cH:16][c:17]([C:20]3([O:23][CH2:24][c:25]4[cH:26][cH:27][cH:28][cH:29][cH:30]4)[CH2:21][CH2:22]3)[cH:18][cH:19]2)[cH:10][cH:11]1.[CH3:33][CH2:34][OH:35].[Na+:32].[O:36]1[CH2:37][CH2:38][CH2:39][CH2:40]1.[OH-:31]>>[CH2:2]([C:3](=[O:4])[OH:5])[c:6]1[cH:7][cH:8][c:9]([C:12]#[C:13][c:14]2[cH:15][cH:16][c:17]([C:20]3([O:23][CH2:24][c:25]4[cH:26][cH:27][cH:28][cH:29][cH:30]4)[CH2:21][CH2:22]3)[cH:18][cH:19]2)[cH:10][cH:11]1.